This data is from the Open Reaction Database (ORD), a public repository of structured organic reaction records. The task is: describe an organic reaction: reactants, conditions, products, and yield The reactants are CCOC(=O)C(C)(Cc1ccc(OCCc2nc(C3CCCCC3)oc2C)cc1)Oc1cccc(-c2ccsc2)c1, CCOC(=O)C(C)(Cc1ccc(OCCc2nc(C3CCCCC3)oc2C)cc1)Oc1ccccc1, CCO, [Na+], [OH-]. Product: Cc1oc(C2CCCCC2)nc1CCOc1ccc(CC(C)(Oc2cccc(-c3ccsc3)c2)C(=O)O)cc1. Reaction SMILES: [CH2:3]([CH3:4])[O:5][C:6]([C:7]([CH2:8][c:9]1[cH:10][cH:11][c:12]([O:15][CH2:16][CH2:17][c:18]2[n:19][c:20]([CH:24]3[CH2:25][CH2:26][CH2:27][CH2:28][CH2:29]3)[o:21][c:22]2[CH3:23])[cH:13][cH:14]1)([O:30][c:31]1[cH:32][c:33](-[c:37]2[cH:38][s:39][cH:40][cH:41]2)[cH:34][cH:35][cH:36]1)[CH3:42])=[O:43].[CH2:44]([O:45][C:46](=[O:47])[C:48]([CH3:49])([O:50][c:51]1[cH:52][cH:53][cH:54][cH:55][cH:56]1)[CH2:57][c:58]1[cH:59][cH:60][c:61]([O:62][CH2:63][CH2:64][c:65]2[n:66][c:67]([CH:68]3[CH2:69][CH2:70][CH2:71][CH2:72][CH2:73]3)[o:74][c:75]2[CH3:76])[cH:77][cH:78]1)[CH3:79].[CH3:80][CH2:81][OH:82].[Na+:2].[OH-:1]>>[O:5]=[C:6]([C:7]([CH2:8][c:9]1[cH:10][cH:11][c:12]([O:15][CH2:16][CH2:17][c:18]2[n:19][c:20]([CH:24]3[CH2:25][CH2:26][CH2:27][CH2:28][CH2:29]3)[o:21][c:22]2[CH3:23])[cH:13][cH:14]1)([O:30][c:31]1[cH:32][c:33](-[c:37]2[cH:38][s:39][cH:40][cH:41]2)[cH:34][cH:35][cH:36]1)[CH3:42])[OH:43]. The reactants are C(#N)C1=CC=C(C(=O)Cl)C=C1 (4-cyanobenzoyl chloride), ClC1=C(C=CC(=C1)Cl)C1=NC(=NC=C1C=1NC=CN1)NCCNC1=NC=C(C=C1)[N+](=O)[O-] ([4-(2,4-dichlorophenyl)-5-imidazol-2-ylpyrimidin-2-yl]{2-[(5-nitro(2-pyridyl))amino]ethyl}amine). Product: N1C(=NC=C1)C=1C(=NC(=NC1)NCCNC1=NC=C(C=C1)[N+](=O)[O-])C1=CC=C(C=C1)C#N (4-[5-imidazol-2-yl-2-({2-[(5-nitro(2-pyridyl))amino]ethyl}amino)pyrimidin-4-yl]benzenecarbonitrile). As a reaction SMILES: [C:1](C1C=CC(C(Cl)=O)=CC=1)#[N:2].Cl[C:13]1[CH:18]=[C:17](Cl)[CH:16]=[CH:15][C:14]=1[C:20]1[C:25]([C:26]2[NH:27][CH:28]=[CH:29][N:30]=2)=[CH:24][N:23]=[C:22]([NH:31][CH2:32][CH2:33][NH:34][C:35]2[CH:40]=[CH:39][C:38]([N+:41]([O-:43])=[O:42])=[CH:37][N:36]=2)[N:21]=1>>[NH:30]1[CH:29]=[CH:28][N:27]=[C:26]1[C:25]1[C:20]([C:14]2[CH:15]=[CH:16][C:17]([C:1]#[N:2])=[CH:18][CH:13]=2)=[N:21][C:22]([NH:31][CH2:32][CH2:33][NH:34][C:35]2[CH:40]=[CH:39][C:38]([N+:41]([O-:43])=[O:42])=[CH:37][N:36]=2)=[N:23][CH:24]=1. Procedure details: 4-[5-imidazol-2-yl-2-({2-[(5-nitro(2-pyridyl))amino]ethyl}amino)pyrimidin-4-yl]benzenecarbonitrile was prepared from 4-cyanobenzoyl chloride using the general method for [4-(2,4-dichlorophenyl)-5-imidazol-2-ylpyrimidin-2-yl]{2-[(5-nitro(2-pyridyl))amino]ethyl}amine.